This data is from the Open Reaction Database (ORD), a public repository of structured organic reaction records. The task is: describe an organic reaction: reactants, conditions, products, and yield The reactants are BrC(Br)(Br)Br, CCC1CCC(c2ccc(C=O)cc2)CC1, ClCCl. Product: CCC1CCC(c2ccc(C=C(Br)Br)cc2)CC1. As a reaction SMILES: [C:1]([Br:2])([Br:3])([Br:4])[Br:5].[CH2:6]([CH3:7])[CH:8]1[CH2:9][CH2:10][CH:11]([c:14]2[cH:15][cH:16][c:17]([CH:18]=[O:19])[cH:20][cH:21]2)[CH2:12][CH2:13]1.[Cl:22][CH2:23][Cl:24]>>[C:1]([Br:2])([Br:5])=[CH:18][c:17]1[cH:16][cH:15][c:14]([CH:11]2[CH2:10][CH2:9][CH:8]([CH2:6][CH3:7])[CH2:13][CH2:12]2)[cH:21][cH:20]1. Starting materials: C1(=CC=CC2=CC=CC=C12)B(O)O (1-naphtylboronic acid), ClC=1C=C(N=NC1)CN1C(=NC=C1)C (5-chloro-3-(2-methyl-imidazol-1-yl-methyl)-pyridazine). Yields the product Cl.CC=1N(C=CN1)CC=1N=NC=C(C1)C1=CC=CC2=CC=CC=C12 (3-(2-Methyl-imidazol-1-yl-methyl)-5-naphthalen-1-yl-pyridazine hydrochloride). RXN SMILES: [C:1]1(B(O)O)[C:10]2[C:5](=[CH:6][CH:7]=[CH:8][CH:9]=2)[CH:4]=[CH:3][CH:2]=1.[Cl:14][C:15]1[CH:16]=[C:17]([CH2:21][N:22]2[CH:26]=[CH:25][N:24]=[C:23]2[CH3:27])[N:18]=[N:19][CH:20]=1>>[ClH:14].[CH3:27][C:23]1[N:22]([CH2:21][C:17]2[N:18]=[N:19][CH:20]=[C:15]([C:1]3[C:10]4[C:5](=[CH:6][CH:7]=[CH:8][CH:9]=4)[CH:4]=[CH:3][CH:2]=3)[CH:16]=2)[CH:26]=[CH:25][N:24]=1 |f:2.3|. Reported procedure: The title compound, MS: m/e=301.3 (M+H+), was prepared from 1-naphtylboronic acid and 5-chloro-3-(2-methyl-imidazol-1-yl-methyl)-pyridazine.